From a dataset of the Open Reaction Database (ORD), a public repository of structured organic reaction records. describe an organic reaction: reactants, conditions, products, and yield The reactants are Cc1ccc(S(=O)(=O)OCC2CC(OS(=O)(=O)c3ccc(C)cc3)CN2C(=O)OCc2ccccc2)cc1, CN, CO. Product: CN1CC2CC1CN2C(=O)OCc1ccccc1. Reaction SMILES: [C:1](=[O:2])([O:3][CH2:4][c:5]1[cH:6][cH:7][cH:8][cH:9][cH:10]1)[N:11]1[CH:12]([CH2:27][O:28][S:29]([c:30]2[cH:31][cH:32][c:33]([CH3:34])[cH:35][cH:36]2)(=[O:37])=[O:38])[CH2:13][CH:14]([O:16][S:17]([c:18]2[cH:19][cH:20][c:21]([CH3:22])[cH:23][cH:24]2)(=[O:25])=[O:26])[CH2:15]1.[CH3:39][NH2:40].[CH3:41][OH:42]>>[C:1](=[O:2])([O:3][CH2:4][c:5]1[cH:6][cH:7][cH:8][cH:9][cH:10]1)[N:11]1[CH:12]2[CH2:13][CH:14]([CH2:15]1)[N:40]([CH3:39])[CH2:27]2. The reactants are CC(C(=O)O)C(C)[Ge](Cl)(Cl)Cl, O=S(Cl)Cl. The product is CC(C(=O)Cl)C(C)[Ge](Cl)(Cl)Cl. RXN SMILES: [CH3:1][CH:2]([C:3](=[O:4])[OH:5])[CH:6]([CH3:7])[Ge:8]([Cl:9])([Cl:10])[Cl:11].[S:12]([Cl:13])([Cl:14])=[O:15]>>[CH3:1][CH:2]([C:3](=[O:4])[Cl:14])[CH:6]([CH3:7])[Ge:8]([Cl:9])([Cl:10])[Cl:11]. The reactants are CCOC(=O)C(C)OCc1noc(C(CCCC2CCCCC2)CC(=O)NO)n1, [Li+], C1COCCO1, [OH-], O, O. Yields the product CC(OCc1noc(C(CCCC2CCCCC2)CC(=O)NO)n1)C(=O)O. As a reaction SMILES: [CH:1]1([CH2:7][CH2:8][CH2:9][CH:10]([CH2:11][C:12](=[O:13])[NH:14][OH:15])[c:16]2[n:17][c:18]([CH2:21][O:22][CH:23]([C:24](=[O:25])[O:26][CH2:27][CH3:28])[CH3:29])[n:19][o:20]2)[CH2:2][CH2:3][CH2:4][CH2:5][CH2:6]1.[Li+:32].[O:33]1[CH2:34][CH2:35][O:36][CH2:37][CH2:38]1.[OH-:31].[OH2:30].[OH2:39]>>[CH:1]1([CH2:7][CH2:8][CH2:9][CH:10]([CH2:11][C:12](=[O:13])[NH:14][OH:15])[c:16]2[n:17][c:18]([CH2:21][O:22][CH:23]([C:24](=[O:25])[OH:26])[CH3:29])[n:19][o:20]2)[CH2:2][CH2:3][CH2:4][CH2:5][CH2:6]1.